Dataset: the Open Reaction Database (ORD), a public repository of structured organic reaction records. Task: describe an organic reaction: reactants, conditions, products, and yield Run in CCCCCC (hexane), O1CCCC1 (tetrahydrofuran). Product: CNC(=O)C1=C(C2=C(OC(O2)(C2=CC=CC=C2)C2=CC=CC=C2)C=C1)C (N, 4-dimethyl-2,2-diphenyl-1,3-benzodioxole-5-carboxamide). As a reaction SMILES: [CH3:1][NH:2][C:3]([C:5]1[CH:25]=[CH:24][C:8]2[O:9][C:10]([C:18]3[CH:23]=[CH:22][CH:21]=[CH:20][CH:19]=3)([C:12]3[CH:17]=[CH:16][CH:15]=[CH:14][CH:13]=3)[O:11][C:7]=2[CH:6]=1)=[O:4].[CH2:26]([Li])CCC.CI.[Cl-].[NH4+]>O1CCCC1.CCCCCC>[CH3:1][NH:2][C:3]([C:5]1[CH:25]=[CH:24][C:8]2[O:9][C:10]([C:12]3[CH:17]=[CH:16][CH:15]=[CH:14][CH:13]=3)([C:18]3[CH:19]=[CH:20][CH:21]=[CH:22][CH:23]=3)[O:11][C:7]=2[C:6]=1[CH3:26])=[O:4] |f:3.4|. Reaction conditions: temperature 20 celsius, time 1 hour. Starting materials: solution, C(CCC)[Li] (n-butyllithium), CI (methyl iodide), CNC(=O)C1=CC2=C(OC(O2)(C2=CC=CC=C2)C2=CC=CC=C2)C=C1 (N-methyl-2,2-diphenyl-1,3-benzodioxole-5-carboxamide), [Cl-].[NH4+] (ammonium chloride). Procedure details: To a solution of 3.30 g of N-methyl-2,2-diphenyl-1,3-benzodioxole-5-carboxamide in 20 ml of tetrahydrofuran, cooled to -78° C., were added 12.5 ml of a 1.6M solution of n-butyllithium in hexane. The solution was stirred for 1 hour, the temperature being allowed to warm up to 20° C. Then, 1.37 g of methyl iodide were added, and stirring was continued for 1 hour. After the addition of 20 ml saturated ammonium chloride solution, the mixture was extracted with ethyl acetate. The organic layer was wa... Reactants: COC(=O)C(Cc1cccc(Br)c1)CN(C)C, CC(C)O, CI. The product is COC(=O)C(Cc1cccc(Br)c1)C[N+](C)(C)C, [I-]. Reaction SMILES: [CH3:1][O:2][C:3]([CH:4]([CH2:5][c:6]1[cH:7][c:8]([Br:12])[cH:9][cH:10][cH:11]1)[CH2:13][N:14]([CH3:15])[CH3:16])=[O:17].[CH:20]([OH:21])([CH3:22])[CH3:23].[I:18][CH3:19]>>[CH3:1][O:2][C:3]([CH:4]([CH2:5][c:6]1[cH:7][c:8]([Br:12])[cH:9][cH:10][cH:11]1)[CH2:13][N+:14]([CH3:15])([CH3:16])[CH3:19])=[O:17].[I-:18]. Starting materials: BrC(C(=O)C=1C=CC2=C(N(C(S2)=O)C)C1)C (5-(2-bromopropionyl)-3-methyl-2-benzothiazolinone), NC1=NC=CC(=C1)C (2-amino-4-methylpyridine). The solvent is C(C)#N (acetonitrile). Yields the product CC1=C(N=C2N1C=CC(=C2)C)C=2C=CC1=C(N(C(S1)=O)C)C2 (5-(3,7-dimethylimidazo-[1,2-a]pyridin-2-yl)-3-methyl-2-benzothiazolinone). Yield: 63.4%. Reaction SMILES: Br[CH:2]([CH3:16])[C:3]([C:5]1[CH:6]=[CH:7][C:8]2[S:12][C:11](=[O:13])[N:10]([CH3:14])[C:9]=2[CH:15]=1)=O.[NH2:17][C:18]1[CH:23]=[C:22]([CH3:24])[CH:21]=[CH:20][N:19]=1>C(#N)C>[CH3:16][C:2]1[N:19]2[CH:20]=[CH:21][C:22]([CH3:24])=[CH:23][C:18]2=[N:17][C:3]=1[C:5]1[CH:6]=[CH:7][C:8]2[S:12][C:11](=[O:13])[N:10]([CH3:14])[C:9]=2[CH:15]=1. Procedure details: A solution of 5-(2-bromopropionyl)-3-methyl-2-benzothiazolinone (3.0 g) and 2-amino-4-methylpyridine (3.24 g) in acetonitrile (100 ml) was refluxed for 8 hours. The reaction mixture was concentrated to about a half volume and poured into a mixture of water and ethyl acetate. The resulitng mixture was acidified to PHO.5 with 10% hydrochloric acid. The precipitate was collected by filtration and washed successively with water and ethyl acetate. The resulting precipitate was added to a mixture of e... The reactants are CC(C)(C)OC(=O)N(Cc1ccccc1-c1cccc(C=O)n1)c1ccccc1, CC(C)c1cccc(C(C)C)c1N, C1CCOC1, O, Cc1ccc(S(=O)(=O)O)cc1. Product: CC(C)c1cccc(C(C)C)c1N=Cc1cccc(-c2ccccc2CN(C(=O)OC(C)(C)C)c2ccccc2)n1. As a reaction SMILES: [CH:1](=[O:2])[c:3]1[cH:4][cH:5][cH:6][c:7](-[c:9]2[c:10]([CH2:11][N:12]([C:13]([O:14][C:15]([CH3:16])([CH3:17])[CH3:18])=[O:19])[c:20]3[cH:21][cH:22][cH:23][cH:24][cH:25]3)[cH:26][cH:27][cH:28][cH:29]2)[n:8]1.[CH:30]([CH3:31])([CH3:32])[c:33]1[c:34]([NH2:35])[c:36]([CH:40]([CH3:41])[CH3:42])[cH:37][cH:38][cH:39]1.[O:55]1[CH2:56][CH2:57][CH2:58][CH2:59]1.[OH2:43].[c:44]1([CH3:45])[cH:46][cH:47][c:48]([S:49]([OH:50])(=[O:51])=[O:52])[cH:53][cH:54]1>>[CH:1]([c:3]1[cH:4][cH:5][cH:6][c:7](-[c:9]2[c:10]([CH2:11][N:12]([C:13]([O:14][C:15]([CH3:16])([CH3:17])[CH3:18])=[O:19])[c:20]3[cH:21][cH:22][cH:23][cH:24][cH:25]3)[cH:26][cH:27][cH:28][cH:29]2)[n:8]1)=[N:35][c:34]1[c:33]([CH:30]([CH3:31])[CH3:32])[cH:39][cH:38][cH:37][c:36]1[CH:40]([CH3:41])[CH3:42]. Reactants: [Cl-].[NH4+] (ammonium chloride), C(C1=CC=CC=C1)OC1=C(C=C(C(=C1)OCC1=CC=CC=C1)[N+](=O)[O-])F (1,5-bis(benzyloxy)-2-fluoro-4-nitrobenzene). The reagents and catalysts are [Zn] (zinc). Solvent: O (water). Product: C(C1=CC=CC=C1)OC1=C(C=C(C(=C1)OCC1=CC=CC=C1)N)F (1,5-Bis(benzyloxy)-2-fluoro-4-aminobenzene). Reaction SMILES: [Cl-].[NH4+].[CH2:3]([O:10][C:11]1[CH:16]=[C:15]([O:17][CH2:18][C:19]2[CH:24]=[CH:23][CH:22]=[CH:21][CH:20]=2)[C:14]([N+:25]([O-])=O)=[CH:13][C:12]=1[F:28])[C:4]1[CH:9]=[CH:8][CH:7]=[CH:6][CH:5]=1>O.[Zn]>[CH2:3]([O:10][C:11]1[CH:16]=[C:15]([O:17][CH2:18][C:19]2[CH:20]=[CH:21][CH:22]=[CH:23][CH:24]=2)[C:14]([NH2:25])=[CH:13][C:12]=1[F:28])[C:4]1[CH:9]=[CH:8][CH:7]=[CH:6][CH:5]=1 |f:0.1|. Procedure details: 508 mg (9.5 mmol, 2 eq) of ammonium chloride, followed by 2.23 g (34.2 mmol, 7.2 eq) of zinc powder, are added to a solution of 1.68 g (4.75 mmol, 1 eq) of 1,5-bis(benzyloxy)-2-fluoro-4-nitrobenzene in 50 ml of water. The reaction medium is refluxed for 4 hours. The cooled reaction medium is extracted with ethyl acetate. The organic phases are combined, washed with a saturated solution of sodium chloride, dried over magnesium sulphate, filtered and evaporated. The residue is chromatographed on s... The reactants are BrC1=CC=C(C=C1)[C@@H](C)N1CCN(CC1)C=1C=CC=2N(N1)C(=NN2)C(F)(F)F (6-[4-[(1R)-1-(4-bromophenyl)ethyl]piperazin-1-yl]-3-(trifluoromethyl)[1,2,4]triazolo[4,3-b]pyridazine), CN(CCN(C)C)C (N,N,N′,N′-tetramethylethylenediamine). Reagents/catalysts: [C-]#N.[Zn+2].[C-]#N (zinc cyanide), C=1C=CC(=CC1)/C=C/C(=O)/C=C/C2=CC=CC=C2.C=1C=CC(=CC1)/C=C/C(=O)/C=C/C2=CC=CC=C2.C=1C=CC(=CC1)/C=C/C(=O)/C=C/C2=CC=CC=C2.[Pd].[Pd] (tris(dibenzylideneacetone)dipalladium(0)), C1(=CC=CC=C1)P(C1=CC=CC=2C(C3=CC=CC(=C3OC12)P(C1=CC=CC=C1)C1=CC=CC=C1)(C)C)C1=CC=CC=C1 (4,5-bis(diphenylphosphino)-9,9-dimethylxanthene). Run in CN(C)C=O (DMF). Conditions: temperature 160 celsius. Product: FC(C1=NN=C2N1N=C(C=C2)N2CCN(CC2)[C@H](C)C2=CC=C(C#N)C=C2)(F)F (4-[(1R)-1-[4-[3-(trifluoromethyl)[1,2,4]triazolo[4,3-b]pyridazin-6-yl]piperazin-1-yl]ethyl]benzonitrile). Yield: 380.5%. Reaction SMILES: Br[C:2]1[CH:7]=[CH:6][C:5]([C@H:8]([N:10]2[CH2:15][CH2:14][N:13]([C:16]3[CH:17]=[CH:18][C:19]4[N:20]([C:22]([C:25]([F:28])([F:27])[F:26])=[N:23][N:24]=4)[N:21]=3)[CH2:12][CH2:11]2)[CH3:9])=[CH:4][CH:3]=1.[CH3:29][N:30](C)CCN(C)C>CN(C=O)C.[C-]#N.[Zn+2].[C-]#N.C1C=CC(/C=C/C(/C=C/C2C=CC=CC=2)=O)=CC=1.C1C=CC(/C=C/C(/C=C/C2C=CC=CC=2)=O)=CC=1.C1C=CC(/C=C/C(/C=C/C2C=CC=CC=2)=O)=CC=1.[Pd].[Pd].C1(P(C2C=CC=CC=2)C2C3OC4C(=CC=CC=4P(C4C=CC=CC=4)C4C=CC=CC=4)C(C)(C)C=3C=CC=2)C=CC=CC=1>[F:26][C:25]([F:28])([F:27])[C:22]1[N:20]2[N:21]=[C:16]([N:13]3[CH2:14][CH2:15][N:10]([C@@H:8]([C:5]4[CH:6]=[CH:7][C:2]([C:29]#[N:30])=[CH:3][CH:4]=4)[CH3:9])[CH2:11][CH2:12]3)[CH:17]=[CH:18][C:19]2=[N:24][N:23]=1 |f:3.4.5,6.7.8.9.10|. Procedure: 6-[4-[(1R)-1-(4-Bromophenyl)ethyl]piperazin-1-yl]-3-(trifluoromethyl)[1,2,4]triazolo[4,3-b]pyridazine (obtained as described in Example 306) (250 mg, 0.55 mmol), zinc cyanide (38.7 mg, 0.33 mmol), tris(dibenzylideneacetone)dipalladium(0) (5.0 mg, 5.49 μmol), 4,5-bis(diphenylphosphino)-9,9-dimethylxanthene (6.3 mg, 10.98 μmol) and N,N,N′,N′-tetramethylethylenediamine (0.017 mL, 0.11 mmol) were suspended in DMF (2.5 mL) and sealed into a microwave tube. The reaction was heated to 160° C. for 5 min...